Dataset: the Open Reaction Database (ORD), a public repository of structured organic reaction records. Task: describe an organic reaction: reactants, conditions, products, and yield The reactants are C(C)(C)(C)NS(=O)(=O)C=1SC(=CC1C(=C(F)Cl)F)[Si](C)(C)C (N-tert-butyl-3-(2-chloro-1,2-difluoroethenyl)-5-trimethylsilyl-2-thiophenesulfonamide), ( 1 ), FC(S(=O)(=O)O)(F)F (trifluoromethanesulfonic acid). The solvent is O (water). Conditions: time 2 hour. Product: ClC(=C(F)C1=C(SC=C1)S(=O)(=O)N)F (3-(2-chloro-1,2-difluoroethenyl)-2-thiophenesulfonamide). Isolated yield 52.5%. Reaction SMILES: C([NH:5][S:6]([C:9]1[S:10][C:11]([Si](C)(C)C)=[CH:12][C:13]=1[C:14]([F:18])=[C:15]([Cl:17])[F:16])(=[O:8])=[O:7])(C)(C)C.FC(F)(F)S(O)(=O)=O>O>[Cl:17][C:15]([F:16])=[C:14]([C:13]1[CH:12]=[CH:11][S:10][C:9]=1[S:6]([NH2:5])(=[O:8])=[O:7])[F:18]. Procedure: A portion (0.74 g) of the N-tert-butyl-3-(2-chloro-1,2-difluoroethenyl)-5-trimethylsilyl-2-thiophenesulfonamide prepared in (1) was treated with 4 ml of trifluoromethanesulfonic acid under stirring at room temperature for 2 hours. After completion of the reaction, the resulting product was poured into water and extracted with methylene chloride. The extracted layer was washed with water and dried. After distilling off methylene chloride under vacuum, the residual crystals were washed with a smal... The reactants are Cl.NO (hydroxylamine hydrochloride), COC=1C=C2C(CCOC2=CC1)=O (6-methoxy-4-chromanone), 3-l, [OH-].[Na+] (NaOH). The solvent is O (water), C(C)O (ethanol). Conditions: time 15 minute. Yields the product COC=1C=C2C(CCOC2=CC1)=NO (6-Methoxy-4-chromanone Oxime). As a reaction SMILES: Cl.[NH2:2][OH:3].[OH-].[Na+].[CH3:6][O:7][C:8]1[CH:9]=[C:10]2[C:15](=[CH:16][CH:17]=1)[O:14][CH2:13][CH2:12][C:11]2=O>O.C(O)C>[CH3:6][O:7][C:8]1[CH:9]=[C:10]2[C:15](=[CH:16][CH:17]=1)[O:14][CH2:13][CH2:12][C:11]2=[N:2][OH:3] |f:0.1,2.3|. Procedure: A solution of 140 g (2.02 mole) of hydroxylamine hydrochloride in 630 ml of water, contained in a 3-l Erlenmeyer flask, was treated with 560 ml of 10% NaOH, and a solution of 250 g (1.40 mole) of 6-methoxy-4-chromanone in 560 ml of ethanol, all with rapid stirring. The reaction mixture was heated to boiling over 15 min., and continued to boil for 5 min. The mixture was stirred rapidly at room temperature for 3 hrs., refrigerated overnight and filtered. A white crystalline solid was washed with 1... The reactants are C(CCC)[Li] (n-butyllithium), C(CC)Br (n-propylbromide), COC=1C=C(C=CC1)C=1CCN(CC1)C (1,2,3,6-tetrahydro-4-(3-methoxyphenyl)-1-methylpyridine). The solvent is CCCCCC (hexane), O1CCCC1 (tetrahydrofuran), C1CCOC1 (THF). Run at temperature -5 celsius, time 15 minute. The product is COC=1C=C(C=CC1)C1(CCN(C=C1)C)CCC (1,2,3,4-tetrahydro-4-(3-methoxyphenyl)-1methyl-4-propylpyridine). The yield is 75.0%. As a reaction SMILES: [CH3:1][O:2][C:3]1[CH:4]=[C:5]([C:9]2[CH2:10][CH2:11][N:12]([CH3:15])[CH2:13][CH:14]=2)[CH:6]=[CH:7][CH:8]=1.[CH2:16]([Li])[CH2:17][CH2:18]C.C(Br)CC>C1COCC1.CCCCCC>[CH3:1][O:2][C:3]1[CH:4]=[C:5]([C:9]2([CH2:16][CH2:17][CH3:18])[CH:10]=[CH:11][N:12]([CH3:15])[CH2:13][CH2:14]2)[CH:6]=[CH:7][CH:8]=1. Procedure details: A solution of 900 g (4.43 mol) of 1,2,3,6-tetrahydro-4-(3-methoxyphenyl)-1-methylpyridine dissolved in 10.8 liters of dry THF was added to a dry, nitrogen purged 22 liter reaction flask equipped with a stirrer, low temperature thermometer, and addition funnel. The temperature of the reaction mixture was lowered to approximately -10° C. whereupon 3.04 liters of 1.6 molar n-butyllithium in hexane was added at a rate so as to maintain the temperature below -5° C. The resulting deep red solution was... Reactants: ON1CCCCC1 (hydroxypiperidine), O (water), Cl (hydrochloric acid), ON1CCCCC1 (hydroxypiperidine), C1(CCCCC1)=O (cyclohexanone), [C-]#N.[K+] (potassium cyanide), O (water). Conditions: temperature 0 celsius, time 18 hour. The product is C(#N)C1(CCCCC1)N1CCC(CC1)O ((1 cyanocyclohexyl) 4 hydroxypiperidine). RXN SMILES: O[N:2]1[CH2:7][CH2:6][CH2:5][CH2:4][CH2:3]1.Cl.[C:9]1(=O)[CH2:14][CH2:13][CH2:12][CH2:11][CH2:10]1.[C-:16]#[N:17].[K+].[OH2:19]>>[C:16]([C:9]1([N:2]2[CH2:7][CH2:6][CH:5]([OH:19])[CH2:4][CH2:3]2)[CH2:14][CH2:13][CH2:12][CH2:11][CH2:10]1)#[N:17] |f:3.4|. Reported procedure: 4 hydroxypiperidine (Aldrich Chemical Co., Inc., supra) (5q) was dissolved in distilled water (14 mL), cooled to 0° C. and the pH was adjusted to between 4 and 5 by addition of concentrated hydrochloric acid and 4 hydroxypiperidine. After warming to room temperature, 5.2 mL cyclohexanone and 3.3 g potassium cyanide in water (9 mL) were added sequentially. After 18 hours of stirring at room temperature, the solid was filtered. The solid was dissolved in 100 mL methylene chloride, dried over Na2SO...